From a dataset of the Open Reaction Database (ORD), a public repository of structured organic reaction records. describe an organic reaction: reactants, conditions, products, and yield The reactants are C(C)C=1C(NC(NC1OC1=CC(=CC(=C1)C)C)=O)=O (5-Ethyl-6-(3,5-dimethylphenoxy)-2,4-pyrimidinedione), BrCC(CC)=O (1-bromo-2-butanone). Yields the product C(C(CC)=O)N1C(NC(C(=C1OC1=CC(=CC(=C1)C)C)CC)=O)=O (1-(2-Butanon-1-yl)-5-ethyl-6-(3,5-dimethylphenoxy)-2,4-pyrimidinedione). Yield: 56.0%. Reaction SMILES: [CH2:1]([C:3]1[C:4](=[O:19])[NH:5][C:6](=[O:18])[NH:7][C:8]=1[O:9][C:10]1[CH:15]=[C:14]([CH3:16])[CH:13]=[C:12]([CH3:17])[CH:11]=1)[CH3:2].Br[CH2:21][C:22](=[O:25])[CH2:23][CH3:24]>>[CH2:21]([N:7]1[C:8]([O:9][C:10]2[CH:11]=[C:12]([CH3:17])[CH:13]=[C:14]([CH3:16])[CH:15]=2)=[C:3]([CH2:1][CH3:2])[C:4](=[O:19])[NH:5][C:6]1=[O:18])[C:22](=[O:25])[CH2:23][CH3:24]. Reported procedure: 5-Ethyl-6-(3,5-dimethylphenoxy)-2,4-pyrimidinedione and 1-bromo-2-butanone were reacted by the same way with the example 1 to obtain the titled compound (185 mg, yield: 56%). The reactants are O=S(Br)Br, COC(=O)c1cc(-c2cnc3cccnn23)cs1. The product is COC(=O)c1cc(-c2cnc3cccnn23)c(Br)s1. Reaction SMILES: [S:19]([Br:20])([Br:21])=[O:22].[n:1]1[cH:2][c:3](-[c:10]2[cH:11][c:12]([C:15](=[O:16])[O:17][CH3:18])[s:13][cH:14]2)[n:4]2[n:5][cH:6][cH:7][cH:8][c:9]12>>[n:1]1[cH:2][c:3](-[c:10]2[cH:11][c:12]([C:15](=[O:16])[O:17][CH3:18])[s:13][c:14]2[Br:21])[n:4]2[n:5][cH:6][cH:7][cH:8][c:9]12. The reactants are C(C)OC(=O)C1(CCCC1)C=1OC2=C(C1)C=C(C=C2)C (1-(5-methylbenzofuran-2-yl)cyclopentane carboxylic acid ethyl ester), C(C)OC(=O)C1(CCCC1)C=1OC2=C(C1)C=C(C=C2)C (1-(5-methylbenzofuran-2-yl)cyclopentane carboxylic acid ethyl ester), BrBr (bromine). Run in ClCl (Cl2), C(Cl)(Cl)(Cl)Cl (CCl4). Reaction conditions: time 2 hour. The product is C(C)OC(=O)C1(CCCC1)C=1OC2=C(C1Br)C=C(C=C2)C (1-(3-bromo-5-methylbenzofuran-2-yl)-cyclopentane carboxylic acid ethyl ester). As a reaction SMILES: [CH2:1]([O:3][C:4]([C:6]1([C:11]2[O:12][C:13]3[CH:19]=[CH:18][C:17]([CH3:20])=[CH:16][C:14]=3[CH:15]=2)[CH2:10][CH2:9][CH2:8][CH2:7]1)=[O:5])[CH3:2].[Br:21]Br>C(Cl)(Cl)(Cl)Cl.ClCl>[CH2:1]([O:3][C:4]([C:6]1([C:11]2[O:12][C:13]3[CH:19]=[CH:18][C:17]([CH3:20])=[CH:16][C:14]=3[C:15]=2[Br:21])[CH2:10][CH2:9][CH2:8][CH2:7]1)=[O:5])[CH3:2]. Procedure details: To a solution of product of Step 4, above (58) (1.0 mmol) in 2 ml CCl4 was added bromine (1.0 mmol) at ambient temperature and the reaction mixture was stirred for 2 hours, refluxed for 1 hour to ensure completion of the reaction, cooled to ambient temperature, diluted with CH2 Cl2 and washed with saturated sodium bicarbonate and brine. The combined organics were dried over MgSO4, filtered and concentrated to dryness. The crude residue was chromatographed on silica gel using 5% EtOAc in hexanes ... Reactants: [Li]C, [Cl-], [I-], [NH4+], C1CCOC1, CC(=O)C1=CCC2C3CCC4CC(O)CCC4(C)C3C(=O)CC12C. Product: CC(=O)C1C(C)CC2C3CCC4CC(O)CCC4(C)C3C(=O)CC21C. As a reaction SMILES: [CH3:2][Li:3].[Cl-:28].[I-:1].[NH4+:29].[O:30]1[CH2:31][CH2:32][CH2:33][CH2:34]1.[OH:4][CH:5]1[CH2:6][CH:7]2[CH2:8][CH2:9][CH:10]3[CH:11]4[CH2:12][CH:13]=[C:14]([C:15]([CH3:16])=[O:17])[C:18]4([CH3:27])[CH2:19][C:20](=[O:26])[CH:21]3[C:22]2([CH3:25])[CH2:23][CH2:24]1>>[CH3:2][CH:13]1[CH2:12][CH:11]2[CH:10]3[CH2:9][CH2:8][CH:7]4[CH2:6][CH:5]([OH:4])[CH2:24][CH2:23][C:22]4([CH3:25])[CH:21]3[C:20](=[O:26])[CH2:19][C:18]2([CH3:27])[CH:14]1[C:15]([CH3:16])=[O:17]. Starting materials: C(#N)C(C)(CCC1=C(C(=C(C(=C1C)OC(C)=O)C)C)OC(C)=O)O ((±)-2 -cyano-4-(2,5-diacetoxy-3,4,6-trimethylphenyl)butan-2-ol), Cl (HCl), O (H2O), CO (methanol), Cl (HCl). Conditions: time 8 hour. Yields the product OC1=C(C(=C(C(=C1C)C)O)C)CCC(C(=O)OC)(C)O ((±)-methyl 4-(2,5-dihydroxy-3,4,6-trimethylphenyl)-2-hydroxy-2-methylbutanoate). Reaction SMILES: [C:1]([C:3]([OH:24])([CH2:5][CH2:6][C:7]1[C:12]([CH3:13])=[C:11]([O:14]C(=O)C)[C:10]([CH3:18])=[C:9]([CH3:19])[C:8]=1[O:20]C(=O)C)[CH3:4])#N.[CH3:25][OH:26].Cl.[OH2:28]>>[OH:20][C:8]1[C:9]([CH3:19])=[C:10]([CH3:18])[C:11]([OH:14])=[C:12]([CH3:13])[C:7]=1[CH2:6][CH2:5][C:3]([OH:24])([CH3:4])[C:1]([O:26][CH3:25])=[O:28]. Procedure: A solution of the crude (±)-2-cyano-4-(2,5-diacetoxy-3,4,6-trimethylphenyl)butan-2-ol prepared in Example 60 in 2000 ml. of anhydrous methanol was cooled in a dry ice-ethanol bath. When the internal temperature reached -50°, HCl gas was passed rapidly into the solution. Over the next 45 minutes, the external and internal temperatures were allowed to come to -20° and +5°, respectively. These temperatures were maintained until the solution was saturated with HCl. The clear, dark brown solution was... Starting materials: COC1=C(C=CC=C1)O (2-methoxyphenol), CNS(=O)(=O)Cl (methylsulfamoyl chloride). Solvent: C1(=CC=CC=C1)C (toluene). Yields the product COC1=C(C=CC=C1)OS(NC)(=O)=O (Methylsulfamic acid 2-methoxyphenyl ester). Isolated yield 65.8%. Reaction SMILES: [CH3:1][O:2][C:3]1[CH:8]=[CH:7][CH:6]=[CH:5][C:4]=1[OH:9].[CH3:10][NH:11][S:12](Cl)(=[O:14])=[O:13]>C1(C)C=CC=CC=1>[CH3:1][O:2][C:3]1[CH:8]=[CH:7][CH:6]=[CH:5][C:4]=1[O:9][S:12](=[O:14])(=[O:13])[NH:11][CH3:10]. Procedure: A solution of 12.4 g (0.1 mole) of 2-methoxyphenol (guaiacol; Aldrich) and 13.1 g (0.1 mole) of methylsulfamoyl chloride (Preparation 20) in 150 ml of toluene was stirred and treated at reflux for 2 hr. The solvent was evaporated under reduced pressure and the only residue was purified by high pressure liquid chromatography (Waters Associates Prep LC/System 500A, PrePAK 500A silica, ethyl acetate-hexanes, 1:2; flow rate 150 ml/min). Fractions containing the product were combined and the solvents... The reactants are C(C1=CC=CC=C1)N([C@H](C1=CC=CC=C1)C)[C@H]([C@@H](C(=O)OC(C)(C)C)C)C (tert-butyl (2S,3S,αS)-3-(N-benzyl-N-α-methylbenzylamino)-2-methyl-butyrate). Reagents/catalysts: [OH-].[OH-].[Pd+2] (Pd(OH)2 on carbon). The solvent is CCO (EtOH). Run at time 48 hour. Product: C(C)(C)(C)OC([C@H]([C@H](C)N)C)=O ((2S,3S)-3-Amino-2-methyl-butyric acid tert-butyl ester). Isolated yield 74.3%. Reaction SMILES: C([N:8]([C@@H:17]([CH3:27])[C@H:18]([CH3:26])[C:19]([O:21][C:22]([CH3:25])([CH3:24])[CH3:23])=[O:20])[C@@H](C)C1C=CC=CC=1)C1C=CC=CC=1>CCO.[OH-].[OH-].[Pd+2]>[C:22]([O:21][C:19](=[O:20])[C@@H:18]([CH3:26])[C@@H:17]([NH2:8])[CH3:27])([CH3:24])([CH3:23])[CH3:25] |f:2.3.4|. Procedure details: A mixture of tert-butyl (2S,3S,αS)-3-(N-benzyl-N-α-methylbenzylamino)-2-methyl-butyrate (245 mg, 0.668 mmol) and 20% Pd(OH)2 on carbon (100 mg) in EtOH (10 mL) was stirred under H2 atmosphere (1 atm) for 48 h, then filtered through a pad of Celite. The filtrate was concentrated to give 86 mg of the title compound, which was used in the next step without purification. 1H NMR (CDCl3, 200 MHz): δ=5.5 (broad), 3.45-3.65 (m, 1H), 2.60-2.75 (m, 1H), 1.46 (s, 9H), 1.36 (d, 3H, J=6.6 Hz), 1.26 (d, 3H, J...